From a dataset of the Open Reaction Database (ORD), a public repository of structured organic reaction records. describe an organic reaction: reactants, conditions, products, and yield Starting materials: ON=C(N)C1=CC2=C(NC=N2)C=C1 (N′-hydroxy-1H-benzimidazole-5-carboximidamide), CN1C=CC2=CC(=CC=C12)C#N (1-methyl-1H-indole-5-carbonitrile), CCO (EtOH). Product: ONC(=N)C=1C=C2C=CN(C2=CC1)C (N-hydroxy-1-methyl-1H-indole-5-carboximidamide). RXN SMILES: [OH:1][N:2]=[C:3]([C:5]1[CH:13]=[CH:12][C:8]2N[CH:10]=[N:11][C:7]=2C=1)[NH2:4].[CH3:14]N1C2C(=CC(C#N)=CC=2)C=C1.[CH3:26][CH2:27]O>>[OH:1][NH:2][C:3]([C:5]1[CH:13]=[C:12]2[C:14](=[CH:26][CH:27]=1)[N:11]([CH3:10])[CH:7]=[CH:8]2)=[NH:4]. Procedure: The title compound was prepared following procedure described for Intermediate 1, step 2, but starting from 1-methyl-1H-indole-5-carbonitrile obtained in step 1 (285 mg; 1.82 mmol) in EtOH (3 mL) as an off-white solid (325 mg, 94%). 1H NMR (DMSO-d6) δ 9.37 (s, 1H), 7.84 (s, 1H), 7.52-7.48 (m, 1H), 7.40-7.37 (m, 1H), 7.33-7.32 (m, 1H), 6.43 (d, J=3 Hz, 1H), 5.70 (bs, 2H), 3.78 (s, 3H). Starting materials: Pyrrolidone hydrotribromide, C(C)(=O)C1=CC2(C3=CC=CC=C13)CCCC2 (3'-Acetylspiro(cyclopentane-1,1'-indene)). Reagents/catalysts: S(O)(O)(=O)=O (sulphuric acid). Solvent: O1CCCC1 (tetrahydrofuran). Conditions: time 24 hour. Yields the product bromoacetyl, BrCC(=O)C1=CC2(C3=CC=CC=C13)CCCC2 (3'-(α-Bromoacetyl)spiro(cyclopentane-1,1'-indene)). As a reaction SMILES: C1CNC(=O)C1.[Br:7][Br-]Br.[C:10]([C:13]1[C:21]2[C:16](=[CH:17][CH:18]=[CH:19][CH:20]=2)[C:15]2([CH2:25][CH2:24][CH2:23][CH2:22]2)[CH:14]=1)(=[O:12])[CH3:11]>O1CCCC1.S(=O)(=O)(O)O>[Br:7][CH2:11][C:10]([C:13]1[C:21]2[C:16](=[CH:17][CH:18]=[CH:19][CH:20]=2)[C:15]2([CH2:25][CH2:24][CH2:23][CH2:22]2)[CH:14]=1)=[O:12] |f:0.1|. Procedure details: Pyrrolidone hydrotribromide [(pyrrolidone)3HBr3 ] is added at about 20° C. to the ketone from step (b) (12 g) in tetrahydrofuran (1500 ml) containing 10 drops of concentrated sulphuric acid. The mixture is stirred for 24 hours. Precipitated salts are removed by filtration and the filtrate is concentrated to a small volume. Water (200 ml) is added and the mixture is extracted three times with diethyl ether. After drying the solvent is evaporated, yielding a semi-crystalline residue. Crystallizati... The reactants are C(C1=CC=CC=C1)OC1=CC=C(C=C1)C(C(C)=NO)=O (4'-benzyloxy-2-hydroxyiminopropiophenone), NNC(=S)N (thiosemicarbazide), Cl (hydrogen chloride). Run in CO (methanol), CO (methanol). Yields the product C(C1=CC=CC=C1)OC1=CC=C(C=C1)C(C(C)=NO)=NNC(=S)N (4'-benzyloxy-2-hydroxyiminopropiophenone thiosemicarbazone). The yield is 66.7%. As a reaction SMILES: [CH2:1]([O:8][C:9]1[CH:14]=[CH:13][C:12]([C:15](=O)[C:16](=[N:18][OH:19])[CH3:17])=[CH:11][CH:10]=1)[C:2]1[CH:7]=[CH:6][CH:5]=[CH:4][CH:3]=1.[NH2:21][NH:22][C:23]([NH2:25])=[S:24].Cl>CO>[CH2:1]([O:8][C:9]1[CH:14]=[CH:13][C:12]([C:15](=[N:21][NH:22][C:23]([NH2:25])=[S:24])[C:16](=[N:18][OH:19])[CH3:17])=[CH:11][CH:10]=1)[C:2]1[CH:7]=[CH:6][CH:5]=[CH:4][CH:3]=1. Procedure: A mixture of 4'-benzyloxy-2-hydroxyiminopropiophenone (21.1 g), thiosemicarbazide (7.15 g), methanol (107 ml) and a saturated solution of hydrogen chloride in methanol (2 ml) was refluxed for 65 minutes with stirring. After cooling, the resultant precipitates were collected by filtration, washed successively with methanol, water and methanol, and then dried to give 17.9 g of 4'-benzyloxy-2-hydroxyiminopropiophenone thiosemicarbazone.